Dataset: the Open Reaction Database (ORD), a public repository of structured organic reaction records. Task: describe an organic reaction: reactants, conditions, products, and yield The reactants are FC=1C=CC2=C(C(N(CC=3N2C=NC3C(=O)N3C=NC=C3)C)=O)C1 (1-[[8-fluoro-5,6-dihydro-5-methyl-6-oxo-4H-imidazo[1,5-a][1,4]benzodiazepin-3-yl]carbonyl]imidazole), COCC(N)=NO (methoxyacetamidoxime). Solvent: CN(C=O)C (N,N-dimethylformamide). Run at time 8 hour. Yields the product FC=1C=CC2=C(C(N(CC=3N2C=NC3C3=NC(=NO3)COC)C)=O)C1 (8-fluoro-4,5-dihydro-3-(3-methoxymethyl-1,2,4-oxadiazol-5-yl)-5-methyl-6H-imidazo[1,5-a][1,4]benzodiazepin-6-one). RXN SMILES: [F:1][C:2]1[CH:3]=[CH:4][C:5]2[N:11]3[CH:12]=[N:13][C:14]([C:15]([N:17]4C=C[N:19]=[CH:18]4)=[O:16])=[C:10]3[CH2:9][N:8]([CH3:22])[C:7](=[O:23])[C:6]=2[CH:24]=1.[CH3:25][O:26][CH2:27]C(=NO)N>CN(C)C=O>[F:1][C:2]1[CH:3]=[CH:4][C:5]2[N:11]3[CH:12]=[N:13][C:14]([C:15]4[O:16][N:19]=[C:18]([CH2:25][O:26][CH3:27])[N:17]=4)=[C:10]3[CH2:9][N:8]([CH3:22])[C:7](=[O:23])[C:6]=2[CH:24]=1. Reported procedure: A mixture of 6.50 g (20 mmol) of 1-[[8-fluoro-5,6-dihydro-5-methyl-6-oxo-4H-imidazo[1,5-a][1,4]benzodiazepin-3-yl]carbonyl]imidazole, 50 ml of N,N-dimethylformamide and 2.10 g (20 mmol) of methoxyacetamidoxime is stirred at 100° overnight. After evaporation of the solvent the residue is dissolved in methylene chloride and washed with water. The organic solution is dried over magnesium sulphate and evaporated. By chromatography of the residue on silica gel while eluting with ethyl acetate and rec... The reactants are CC1=C(C=CC=C1)C1(CCNCC1)C=O (4-(methylphenyl)(4-piperidinyl)methanone), BrCCC1=CC=CC=C1 (2-bromoethyl benzene), Cl (HCl), Cl.C1(=CC=CC=C1)CCN1CCC(CC1)C=O (1-(2-phenylethyl)-4-piperidinyl -methanone HCl). Solvent: CN(C)C=O (DMF), CO.CCOC(=O)C (CH3OH EtOAc), O (H2O). Reaction conditions: temperature 100 celsius, time 23 hour. Yields the product Cl.CC1=CC=C(C=C1)C(=O)C1CCN(CC1)CCC1=CC=CC=C1 ((4-methylphenyl)[1-(2-phenylethyl)-4-piperidinyl]-methanone hydrochloride). RXN SMILES: [ClH:1].[C:2]1([CH2:8][CH2:9][N:10]2[CH2:15][CH2:14][CH:13]([CH:16]=[O:17])[CH2:12][CH2:11]2)[CH:7]=[CH:6][CH:5]=[CH:4][CH:3]=1.[CH3:18][C:19]1[CH:24]=[CH:23][CH:22]=[CH:21][C:20]=1C1(C=O)CCNCC1.BrCCC1C=CC=CC=1.Cl>CN(C=O)C.CO.CCOC(C)=O.O>[ClH:1].[CH3:18][C:19]1[CH:24]=[CH:23][C:22]([C:16]([CH:13]2[CH2:14][CH2:15][N:10]([CH2:9][CH2:8][C:2]3[CH:3]=[CH:4][CH:5]=[CH:6][CH:7]=3)[CH2:11][CH2:12]2)=[O:17])=[CH:21][CH:20]=1 |f:0.1,6.7,9.10|. Procedure: (4-Methylphenyl)[1-(2-phenylethyl)-4-piperidinyl -methanone HCl. A mixture containing 4-(methylphenyl)(4-piperidinyl)methanone (10.5 g, 0.052 mol), 2-bromoethyl benzene (11.1 g, 0.06 mol, 8.2 ml) in dry DMF 125 ml was stirred at 100° C. for 23 h. The cooled reaction mixture was poured into H2O (600 ml) and extracted with toluene (4×200 ml). The extracts were washed with H2O (2×100 ml) saturated aqueous NaCl (100 ml) and dried over MgSO4. The mixture was filtered and the filtrate concentrated to ...